Dataset: the Open Reaction Database (ORD), a public repository of structured organic reaction records. Task: describe an organic reaction: reactants, conditions, products, and yield Starting materials: CC(=O)N1Cc2cc(S(=O)(=O)Cl)ccc2C(C)(C)C1, CC(C)(C)[O-], CCOC(C)=O, Clc1ccc2cc[nH]c2c1, [K+], C1CCOC1, O. The product is CC(=O)N1Cc2cc(S(=O)(=O)n3ccc4ccc(Cl)cc43)ccc2C(C)(C)C1. RXN SMILES: [C:17]([CH3:18])(=[O:19])[N:20]1[CH2:21][c:22]2[cH:23][c:24]([S:32](=[O:33])(=[O:34])[Cl:35])[cH:25][cH:26][c:27]2[C:28]([CH3:30])([CH3:31])[CH2:29]1.[CH3:1][C:2]([CH3:3])([O-:4])[CH3:5].[CH3:36][CH2:37][O:38][C:39](=[O:40])[CH3:41].[Cl:7][c:8]1[cH:9][cH:10][c:11]2[cH:12][cH:13][nH:14][c:15]2[cH:16]1.[K+:6].[O:42]1[CH2:43][CH2:44][CH2:45][CH2:46]1.[OH2:47]>>[Cl:7][c:8]1[cH:9][cH:10][c:11]2[cH:12][cH:13][n:14]([S:32]([c:24]3[cH:23][c:22]4[c:27]([cH:26][cH:25]3)[C:28]([CH3:30])([CH3:31])[CH2:29][N:20]([C:17]([CH3:18])=[O:19])[CH2:21]4)(=[O:33])=[O:34])[c:15]2[cH:16]1. The reactants are CI (methyl iodide), CC(C)([O-])C.[K+] (potassium-t-butoxide), CC(C)([O-])C.[K+] (potassium-t-butoxide), C(C)(=O)O (acetic acid), C1(=CC=CC2=CC=CC=C12)C#N (1-naphthonitrile), C(CCC(=O)OC(C)C)(=O)OC(C)C (diisopropyl succinate), resulting red powder. Solvent: O (water), CO (methanol), C(C)(C)(CC)O (t-amyl alcohol), CN(C)C=O (DMF). Conditions: temperature 90 celsius. The product is O=C1N(C(=C2C1=C(N(C2=O)CC)C2=CC=CC1=CC=CC=C21)C2=CC=CC1=CC=CC=C21)CC (1,4-diketo-2,5-diethyl-3,6-bis(1-naphthyl)pyrrolo[3,4-c]pyrrole). RXN SMILES: [CH3:1][C:2]([CH3:5])([O-])[CH3:3].[K+].[C:7]1([C:17]#[N:18])[C:16]2[C:11](=[CH:12][CH:13]=[CH:14][CH:15]=2)[CH:10]=[CH:9][CH:8]=1.[C:19]([O:29]C(C)C)(=O)[CH2:20][CH2:21][C:22]([O:24]C(C)C)=O.CI.[C:35](O)(=O)[CH3:36]>C(O)(CC)(C)C.CN(C=O)C.O.CO>[O:24]=[C:22]1[C:21]2=[C:1]([C:2]3[C:5]4[C:10](=[CH:11][CH:12]=[CH:13][CH:14]=4)[CH:9]=[CH:8][CH:3]=3)[N:18]([CH2:17][CH3:7])[C:19](=[O:29])[C:20]2=[C:17]([C:7]2[C:16]3[C:11](=[CH:12][CH:13]=[CH:14][CH:15]=3)[CH:10]=[CH:9][CH:8]=2)[N:18]1[CH2:35][CH3:36] |f:0.1|. Procedure details: In 36 mL of t-amyl alcohol, 7.3 g of potassium-t-butoxide were solved, and then 10 g of 1-naphthonitrile were added stirring the solution at 90° C. Into the solution, 6.7 mL of diisopropyl succinate were dropped taking time for 2 hours and were placed under reflux for one day. Next, 30 mL of methanol and 4.4 mL of acetic acid were added at 60° C. and then refluxed for 30 minutes. After cooling, the product was separated out through a filter and subsequently rinsed with methanol, thus resulting i... Reactants: C(=O)(OC)CCC(=O)Cl (3-carbomethoxy-propionyl chloride), NC1=CC=C(C=C1)C(CCC(=O)OC)=O (4-(4-amino-phenyl)-4-oxo-butyric acid, methyl ester). Yields the product C(=O)(O)CCC(=O)NC1=CC=C(C=C1)C(CCC(=O)O)=O (4-[4-(3-carboxy-propionylamino)-phenyl]-4-oxo-butyric acid). The yield is 27.3%. Reaction SMILES: [C:1]([CH2:5][CH2:6][C:7](Cl)=[O:8])([O:3]C)=[O:2].[NH2:10][C:11]1[CH:16]=[CH:15][C:14]([C:17](=[O:24])[CH2:18][CH2:19][C:20]([O:22]C)=[O:21])=[CH:13][CH:12]=1>>[C:1]([CH2:5][CH2:6][C:7]([NH:10][C:11]1[CH:12]=[CH:13][C:14]([C:17](=[O:24])[CH2:18][CH2:19][C:20]([OH:22])=[O:21])=[CH:15][CH:16]=1)=[O:8])([OH:3])=[O:2]. Reported procedure: In a manner similar to that described in Example 3, 3-carbomethoxy-propionyl chloride (0.051 g, 0.00034 mol) was allowed to react with 4-(4-amino-phenyl)-4-oxo-butyric acid, methyl ester (0.052 g, 0.00025 mol), and the resulting intermediate was hydrolyzed to give 0.020 g of 4-[4-(3-carboxy-propionylamino)-phenyl]-4-oxo-butyric acid as an off-white solid; MS-(AP+) MH+294. Starting materials: C(C)(C)(C)C=1C=C(C=C(C1O)C(C)(C)C)C=1N=C(SC1)SC (4-(3,5-di-tert-butyl-4-hydroxyphenyl)-2-methylthiothiazole), ClC1=CC(=CC=C1)C(=O)OO (m-chloroperbenzoic acid). The solvent is C(Cl)(Cl)Cl (chloroform). Yields the product C(C)(C)(C)C=1C=C(C=C(C1O)C(C)(C)C)C=1N=C(SC1)S(=O)C (4-(3,5-di-tert-butyl-4-hydroxyphenyl)-2-methylsulfinylthiazole). The yield is 55.2%. Reaction SMILES: [C:1]([C:5]1[CH:6]=[C:7]([C:16]2[N:17]=[C:18]([S:21][CH3:22])[S:19][CH:20]=2)[CH:8]=[C:9]([C:12]([CH3:15])([CH3:14])[CH3:13])[C:10]=1[OH:11])([CH3:4])([CH3:3])[CH3:2].ClC1C=CC=C(C(OO)=[O:31])C=1>C(Cl)(Cl)Cl>[C:12]([C:9]1[CH:8]=[C:7]([C:16]2[N:17]=[C:18]([S:21]([CH3:22])=[O:31])[S:19][CH:20]=2)[CH:6]=[C:5]([C:1]([CH3:2])([CH3:3])[CH3:4])[C:10]=1[OH:11])([CH3:15])([CH3:14])[CH3:13]. Procedure: In 5 ml of chloroform was dissolved 0.8 g of 4-(3,5-di-tert-butyl-4-hydroxyphenyl)-2-methylthiothiazole and then 0.4 g of m-chloroperbenzoic acid (80%) was added portionwise to the solution with stirring. After 30 minutes since then, the reaction mixture was washed with an aqueous 5% sodium hydrogencarbonate solution and the chloroform layer was concentrated. The crystals thus obtained were recrystallized from hexane to provide 0.45 g of 4-(3,5-di-tert-butyl-4-hydroxyphenyl)-2-methylsulfinylthia... The reactants are S(=O)(Cl)Cl (Thionyl chloride), ClC1=C(CN2C(=NC3=C2C=C(C=C3)CCl)C)C=CC=C1 (1-(2-chlorobenzyl)-6-chloromethyl-2-methylbenzimidazole). Conditions: time 20 minute. Product: Cl.ClC1=C(CN2C(=NC3=C2C=C(C=C3)CCl)C)C=CC=C1 (1-(2-chlorobenzyl)-6-chloromethyl-2-methylbenzimidazole hydrochloride). As a reaction SMILES: S(Cl)([Cl:3])=O.[Cl:5][C:6]1[CH:24]=[CH:23][CH:22]=[CH:21][C:7]=1[CH2:8][N:9]1[C:13]2[CH:14]=[C:15]([CH2:18][Cl:19])[CH:16]=[CH:17][C:12]=2[N:11]=[C:10]1[CH3:20]>>[ClH:3].[Cl:5][C:6]1[CH:24]=[CH:23][CH:22]=[CH:21][C:7]=1[CH2:8][N:9]1[C:13]2[CH:14]=[C:15]([CH2:18][Cl:19])[CH:16]=[CH:17][C:12]=2[N:11]=[C:10]1[CH3:20] |f:2.3|. Procedure: Thionyl chloride (5 ml) is added to 1-(2-chlorobenzyl)-6-chloromethyl-2-methylbenzimidazole (3.56 g), and the solution is stirred for 20 minutes at room temperature and then for 20 minutes at 80° C. After excess thionyl chloride is removed through evaporation under reduced pressure, the residue is dissolved in chloroform (10 ml), and crystallization is performed by adding hexane. The crystals are separated through filtration, washed in hexane, and dried. Thus, 1-(2-chlorobenzyl)-6-chloromethyl-2... Reactants: [Mg] (magnesium), C(CC)C1=CC=C(C=C1)I (4-propyliodobenzene), solution, C1COC2(C(CCCC2=O)C2CCCCC2)O1 (bicyclohexanedione monoethylene ketal), C1CCOC1 (THF), C1CCOC1 (THF). Run in Cl (hydrochloric acid). Reaction conditions: time 3 hour. Yields the product Grignard reagent, C(CC)C1=CC=C(C=C1)C1=CCC(CC1)C1CCC(CC1)=O (1-(4-propylphenyl)-4-(4-oxocyclohexyl)-1-cyclohexene). RXN SMILES: [Mg].[CH2:2]([C:5]1[CH:10]=[CH:9][C:8](I)=[CH:7][CH:6]=1)[CH2:3][CH3:4].C1O[C:15]2([C:20](=O)[CH2:19][CH2:18][CH2:17][CH:16]2[CH:22]2[CH2:27][CH2:26][CH2:25][CH2:24][CH2:23]2)OC1.C1C[O:32]CC1>Cl>[CH2:2]([C:5]1[CH:10]=[CH:9][C:8]([C:19]2[CH2:18][CH2:17][CH:16]([CH:22]3[CH2:27][CH2:26][C:25](=[O:32])[CH2:24][CH2:23]3)[CH2:15][CH:20]=2)=[CH:7][CH:6]=1)[CH2:3][CH3:4]. Procedure: Grignard reagent was prepared from 2.43 g (0.10 mol) of dried magnesium and 24.6 g (0.10 mol) of 4-propyliodobenzene in THF, and 100 ml of solution of 21.4 g (0.09 mol) of bicyclohexanedione monoethylene ketal in THF was added dropwise thereto and stirred at room temperature for 3 hours. The reaction solution was added in 300 ml of 3N hydrochloric acid, and the product thus formed was extracted with diethyl ether. After the extract was washed with saturated aqueous sodium bicarbonate solution an...